From a dataset of the Open Reaction Database (ORD), a public repository of structured organic reaction records. describe an organic reaction: reactants, conditions, products, and yield Product: N#CC(O)c1ccc(-c2c(-c3ccc(Cl)cc3)ccn3c(=O)n(Cc4ccc(C(F)(F)F)nc4)nc23)cc1. Reactants: C[Si](C)(C)C#N, O=Cc1ccc(-c2c(-c3ccc(Cl)cc3)ccn3c(=O)n(Cc4ccc(C(F)(F)F)nc4)nc23)cc1, ClCCl, [I-], [I-], O, [Zn+2]. As a reaction SMILES: [C:37](#[N:38])[Si:39]([CH3:40])([CH3:41])[CH3:42].[Cl:1][c:2]1[cH:3][cH:4][c:5](-[c:8]2[c:9](-[c:29]3[cH:30][cH:31][c:32]([CH:33]=[O:34])[cH:35][cH:36]3)[c:10]3[n:11]([cH:12][cH:13]2)[c:14](=[O:28])[n:15]([CH2:17][c:18]2[cH:19][n:20][c:21]([C:24]([F:25])([F:26])[F:27])[cH:22][cH:23]2)[n:16]3)[cH:6][cH:7]1.[Cl:43][CH2:44][Cl:45].[I-:47].[I-:49].[OH2:46].[Zn+2:48]>>[Cl:1][c:2]1[cH:3][cH:4][c:5](-[c:8]2[c:9](-[c:29]3[cH:30][cH:31][c:32]([CH:33]([OH:34])[C:37]#[N:38])[cH:35][cH:36]3)[c:10]3[n:11]([cH:12][cH:13]2)[c:14](=[O:28])[n:15]([CH2:17][c:18]2[cH:19][n:20][c:21]([C:24]([F:25])([F:26])[F:27])[cH:22][cH:23]2)[n:16]3)[cH:6][cH:7]1. Reactants: CC(C)=O, COc1cc(Nc2n[nH]c(C(CCCCCl)c3ccccc3F)n2)ccc1-n1cnc(Cl)c1, [I-], [Na+]. Product: COc1cc(Nc2nc3n(n2)CCCCC3c2ccccc2F)ccc1-n1cnc(Cl)c1. Reaction SMILES: [CH3:36][C:37](=[O:38])[CH3:39].[Cl:1][CH2:2][CH2:3][CH2:4][CH2:5][CH:6]([c:7]1[c:8]([F:13])[cH:9][cH:10][cH:11][cH:12]1)[c:14]1[n:15][c:16]([NH:19][c:20]2[cH:21][c:22]([O:32][CH3:33])[c:23](-[n:26]3[cH:27][n:28][c:29]([Cl:31])[cH:30]3)[cH:24][cH:25]2)[n:17][nH:18]1.[I-:35].[Na+:34]>>[CH2:2]1[CH2:3][CH2:4][CH2:5][CH:6]([c:7]2[c:8]([F:13])[cH:9][cH:10][cH:11][cH:12]2)[c:14]2[n:15][c:16]([NH:19][c:20]3[cH:21][c:22]([O:32][CH3:33])[c:23](-[n:26]4[cH:27][n:28][c:29]([Cl:31])[cH:30]4)[cH:24][cH:25]3)[n:17][n:18]21.